Dataset: the Open Reaction Database (ORD), a public repository of structured organic reaction records. Task: describe an organic reaction: reactants, conditions, products, and yield Product: COC=1C=CC(=C(C1)C1=CC(=CC=C1)O)CCC1=CC=C(C=C1)OC (5′-Methoxy-2′-[2-(4-methoxyphenyl)ethyl]biphenyl-3-ol). Procedure: Synthesized from 5-methoxy-2-[2-(4-methoxyphenyl)ethyl]phenyl trifluoromethanesulfonate and 3-benzyloxyphenylboronic acid according to an analogous synthetic method to Example 24, 3′-benzyloxy-5-methoxy-2-[2-(4-methoxyphenyl)ethyl]biphenyl (527 mg) was used according to an analogous synthetic method to Example 22 to provide the title compound (184 mg). RXN SMILES: FC(F)(F)S(OC1C=C(OC)C=CC=1CCC1C=CC(OC)=CC=1)(=O)=O.C(OC1C=C(B(O)O)C=CC=1)C1C=CC=CC=1.C([O:51][C:52]1[CH:53]=[C:54]([C:58]2[CH:63]=[C:62]([O:64][CH3:65])[CH:61]=[CH:60][C:59]=2[CH2:66][CH2:67][C:68]2[CH:73]=[CH:72][C:71]([O:74][CH3:75])=[CH:70][CH:69]=2)[CH:55]=[CH:56][CH:57]=1)C1C=CC=CC=1>>[CH3:65][O:64][C:62]1[CH:61]=[CH:60][C:59]([CH2:66][CH2:67][C:68]2[CH:69]=[CH:70][C:71]([O:74][CH3:75])=[CH:72][CH:73]=2)=[C:58]([C:54]2[CH:55]=[CH:56][CH:57]=[C:52]([OH:51])[CH:53]=2)[CH:63]=1. Yield: 44.3%. Starting materials: FC(S(=O)(=O)OC1=C(C=CC(=C1)OC)CCC1=CC=C(C=C1)OC)(F)F (5-methoxy-2-[2-(4-methoxyphenyl)ethyl]phenyl trifluoromethanesulfonate), C(C1=CC=CC=C1)OC=1C=C(C=CC1)B(O)O (3-benzyloxyphenylboronic acid), C(C1=CC=CC=C1)OC=1C=C(C=CC1)C1=C(C=CC(=C1)OC)CCC1=CC=C(C=C1)OC (3′-benzyloxy-5-methoxy-2-[2-(4-methoxyphenyl)ethyl]biphenyl). The reactants are FC1=CC=C2C(CC(OC2=C1)C1=CC=CC=C1)=O (7-fluoro-flavanone), P(=O)(Cl)(Cl)Cl (phosphorous oxychloride), CN(C=O)C (dimethylformamide). Conditions: time 1 hour. Product: ClC1=C(C(OC2=CC(=CC=C12)F)C1=CC=CC=C1)C=O (4-chloro-7-fluoro-3-formyl-flav-3-ene). Reaction SMILES: [F:1][C:2]1[CH:11]=[C:10]2[C:5]([C:6](=O)[CH2:7][CH:8]([C:12]3[CH:17]=[CH:16][CH:15]=[CH:14][CH:13]=3)[O:9]2)=[CH:4][CH:3]=1.P(Cl)(Cl)([Cl:21])=O.CN(C)[CH:26]=[O:27]>>[Cl:21][C:6]1[C:5]2[C:10](=[CH:11][C:2]([F:1])=[CH:3][CH:4]=2)[O:9][CH:8]([C:12]2[CH:17]=[CH:16][CH:15]=[CH:14][CH:13]=2)[C:7]=1[CH:26]=[O:27]. Reported procedure: As in example 1, but using 10 g 7-fluoro-flavanone, 100 ml dimethylformamide and 15 ml phosphorous oxychloride. Reaction time is one hour and a half at 50° C. After hydrolysis and usual work up, the residual solid is recrystallised in hexane. Pure yellow crystalline 4-chloro-7-fluoro-3-formyl-flav-3-ene is obtained; m.p. 110°-112° C. Starting materials: OCCCO, ClCc1ccccc1, [K+], [OH-], O, Cc1ccccc1C. Yields the product OCCCOCc1ccccc1. Reaction SMILES: [CH2:11]([CH2:12][CH2:13][OH:14])[OH:15].[Cl:1][CH2:2][c:3]1[cH:4][cH:5][cH:6][cH:7][cH:8]1.[K+:10].[OH-:9].[OH2:16].[c:17]1([CH3:18])[c:19]([CH3:20])[cH:21][cH:22][cH:23][cH:24]1>>[CH2:2]([c:3]1[cH:4][cH:5][cH:6][cH:7][cH:8]1)[O:14][CH2:13][CH2:12][CH2:11][OH:15]. Starting materials: Cl (HCl), C(C)(C)(C)OC(=O)N1CCC(C2=CC=C(C=C12)C(C#CC1=CC=C(C=C1)C(=O)OC)CCCCC)(C)C (7-[3-(4-methoxycarbonyl-phenyl)-1-pentyl-prop-2-ynyl]-4,4-dimethyl-3,4-dihydro-2H-quinoline-1-carboxylic acid tert-butyl ester), O.[OH-].[Li+] (lithium hydroxide monohydrate). Solvent: O (water), C1CCOC1.CO (THF methanol), O (water). Run at temperature 40 celsius, time 2 hour. The product is C(C)(C)(C)OC(=O)N1CCC(C2=CC=C(C=C12)C(C#CC1=CC=C(C=C1)C(=O)O)CCCCC)(C)C (7-[3-(4-carboxy-phenyl)-1-pentyl-prop-2-ynyl]-4,4-dimethyl-3,4-dihydro-2H-quinoline-1-carboxylic acid tert-butyl ester). Isolated yield 87.5%. RXN SMILES: [C:1]([O:5][C:6]([N:8]1[C:17]2[C:12](=[CH:13][CH:14]=[C:15]([CH:18]([CH2:31][CH2:32][CH2:33][CH2:34][CH3:35])[C:19]#[C:20][C:21]3[CH:26]=[CH:25][C:24]([C:27]([O:29]C)=[O:28])=[CH:23][CH:22]=3)[CH:16]=2)[C:11]([CH3:37])([CH3:36])[CH2:10][CH2:9]1)=[O:7])([CH3:4])([CH3:3])[CH3:2].O.[OH-].[Li+].Cl>C1COCC1.CO.O>[C:1]([O:5][C:6]([N:8]1[C:17]2[C:12](=[CH:13][CH:14]=[C:15]([CH:18]([CH2:31][CH2:32][CH2:33][CH2:34][CH3:35])[C:19]#[C:20][C:21]3[CH:26]=[CH:25][C:24]([C:27]([OH:29])=[O:28])=[CH:23][CH:22]=3)[CH:16]=2)[C:11]([CH3:36])([CH3:37])[CH2:10][CH2:9]1)=[O:7])([CH3:4])([CH3:3])[CH3:2] |f:1.2.3,5.6|. Procedure details: A solution of 7-[3-(4-methoxycarbonyl-phenyl)-1-pentyl-prop-2-ynyl]-4,4-dimethyl-3,4-dihydro-2H-quinoline-1-carboxylic acid tert-butyl ester (0.035 g, 0.07 mmole) in 5 mL of a 4:1 THF/methanol mixture was treated with a solution of 0.1 g of lithium hydroxide monohydrate in 2 mL of water and stirred at 40° C. for 2 hours. The mixture was diluted with 5 mL of water and the pH adjusted to 2 with 2N HCl solution. The mixture was extracted with three 10 mL portions of ethyl acetate. The combined orga... The reactants are ClC(Cl)Cl, CC(=O)Nc1cn2nc(-c3cnc(Cl)c(NS(C)(=O)=O)c3)ccc2n1, ClCCl, O=C1CCC(=O)N1I, O. Yields the product CC(=O)Nc1nc2ccc(-c3cnc(Cl)c(NS(C)(=O)=O)c3)nn2c1I. RXN SMILES: [CH:26]([Cl:27])([Cl:28])[Cl:29].[Cl:1][c:2]1[c:3]([NH:21][S:22](=[O:23])(=[O:24])[CH3:25])[cH:4][c:5](-[c:8]2[cH:9][cH:10][c:11]3[n:12]([n:13]2)[cH:14][c:15]([NH:17][C:18]([CH3:19])=[O:20])[n:16]3)[cH:6][n:7]1.[Cl:38][CH2:39][Cl:40].[I:30][N:31]1[C:32](=[O:33])[CH2:34][CH2:35][C:36]1=[O:37].[OH2:41]>>[Cl:1][c:2]1[c:3]([NH:21][S:22](=[O:23])(=[O:24])[CH3:25])[cH:4][c:5](-[c:8]2[cH:9][cH:10][c:11]3[n:12]([n:13]2)[c:14]([I:30])[c:15]([NH:17][C:18]([CH3:19])=[O:20])[n:16]3)[cH:6][n:7]1. Reactants: COC=1C=C(C=CC1OC)C1=C(C(=C(C2=CC(=C(C=C12)OCC1=CC=CC=C1)OC)O)C(=O)OC)C(=O)OC (1-(3,4-dimethoxyphenyl)-2,3-bis(methoxy-carbonyl)-4-hydroxy-6-methoxy-7-benzyloxynaphthalene). Reagents/catalysts: [Pd] (palladium-charcoal). Run in O1CCCC1 (tetrahydrofuran), CO (methanol), [H][H] (hydrogen). The product is COC=1C=C(C=CC1OC)C1=C(C(=C(C2=CC(=C(C=C12)O)OC)O)C(=O)OC)C(=O)OC (1-(3,4-dimethoxyphenyl)-2,3-bis(methoxycarbonyl)4-hydroxy-6-methoxy-7-hydroxynaphthalene). Yield: 90.3%. RXN SMILES: [CH3:1][O:2][C:3]1[CH:4]=[C:5]([C:11]2[C:20]3[C:15](=[CH:16][C:17]([O:29][CH3:30])=[C:18]([O:21]CC4C=CC=CC=4)[CH:19]=3)[C:14]([OH:31])=[C:13]([C:32]([O:34][CH3:35])=[O:33])[C:12]=2[C:36]([O:38][CH3:39])=[O:37])[CH:6]=[CH:7][C:8]=1[O:9][CH3:10]>O1CCCC1.CO.[H][H].[Pd]>[CH3:1][O:2][C:3]1[CH:4]=[C:5]([C:11]2[C:20]3[C:15](=[CH:16][C:17]([O:29][CH3:30])=[C:18]([OH:21])[CH:19]=3)[C:14]([OH:31])=[C:13]([C:32]([O:34][CH3:35])=[O:33])[C:12]=2[C:36]([O:38][CH3:39])=[O:37])[CH:6]=[CH:7][C:8]=1[O:9][CH3:10]. Reported procedure: 2 g of 1-(3,4-dimethoxyphenyl)-2,3-bis(methoxy-carbonyl)-4-hydroxy-6-methoxy-7-benzyloxynaphthalene obtained in Example 6 are dissolved in a mixture of 200 ml of tetrahydrofuran and 50 ml of methanol. The solution is stirred in the presence of 2 g of 10% palladium-charcoal in hydrogen atomsphere at 40 psi for 2 hours. After the reaction, the catalyst is removed by filtration, and the filtrate is evaporated to dryness under reduced pressure. The resultant crude crystals are triturated with methan... Starting materials: C(#N)C1=C(C=C(C(=O)OC)C=C1)OC (methyl 4-cyano-3-methoxybenzoate), NO (hydroxylamine). Solvent: CCO (EtOH). Reaction conditions: temperature 60 celsius, time 3 hour. Product: NC(C1=C(C=C(C(=O)OC)C=C1)OC)=NO (methyl 4-[amino(hydroxyimino)methyl]-3-methoxybenzoate). RXN SMILES: [C:1]([C:3]1[CH:12]=[CH:11][C:6]([C:7]([O:9][CH3:10])=[O:8])=[CH:5][C:4]=1[O:13][CH3:14])#[N:2].[NH2:15][OH:16]>CCO>[NH2:2][C:1](=[N:15][OH:16])[C:3]1[CH:12]=[CH:11][C:6]([C:7]([O:9][CH3:10])=[O:8])=[CH:5][C:4]=1[O:13][CH3:14]. Procedure: To a suspension of methyl 4-cyano-3-methoxybenzoate, obtained in step 1 (135 mg; 0.71 mmol; 1 eq.) in EtOH (1.35 mL) was added hydroxylamine (50% in water) (0.21 mL; 3.53 mmol; 5 eq.). The reaction mixture was stirred at 60° C. for 3 h. Solvent were removed to dryness, to afford the title compound as a white powder (191 mg; quantitative). 1H NMR (DMSO-d6, 300 MHz) δ 9.58 (br s, 1H), 7.56-7.51 (m, 3H), 5.71 (br s, 2H), 3.87-3.85 (m, 6H). HPLC (Method A), Rt 1.17 min (purity: 95.0%).